This data is from the Open Reaction Database (ORD), a public repository of structured organic reaction records. The task is: describe an organic reaction: reactants, conditions, products, and yield Reactants: N1=CC=C(C=C1)NC(OC1=CC=CC=C1)=O (Phenyl pyridin-4-ylcarbamate), NC1=C(C=C(CC2CCN(CC2)CC2=CC=C(C=C2)C(C(F)(F)F)(C(F)(F)F)O)C=C1)F (2-(4-((4-(4-amino-3-fluorobenzyl)piperidin-1-yl)methyl)phenyl)-1,1,1,3,3,3-hexafluoropropan-2-ol). Run in O1CCOCC1 (dioxane). Reaction conditions: temperature 130 celsius. The product is FC1=C(C=CC(=C1)CC1CCN(CC1)CC1=CC=C(C=C1)C(C(F)(F)F)(C(F)(F)F)O)NC(=O)NC1=CC=NC=C1 (1-(2-Fluoro-4-((1-(4-(1,1,1,3,3,3-hexafluoro-2-hydroxypropan-2-yl)benzyl)piperidin-4-yl)methyl)phenyl)-3-(pyridin-4-yl)urea). The yield is 35.9%. Reaction SMILES: [N:1]1[CH:6]=[CH:5][C:4]([NH:7][C:8](=[O:16])OC2C=CC=CC=2)=[CH:3][CH:2]=1.[NH2:17][C:18]1[CH:47]=[CH:46][C:21]([CH2:22][CH:23]2[CH2:28][CH2:27][N:26]([CH2:29][C:30]3[CH:35]=[CH:34][C:33]([C:36]([OH:45])([C:41]([F:44])([F:43])[F:42])[C:37]([F:40])([F:39])[F:38])=[CH:32][CH:31]=3)[CH2:25][CH2:24]2)=[CH:20][C:19]=1[F:48]>O1CCOCC1>[F:48][C:19]1[CH:20]=[C:21]([CH2:22][CH:23]2[CH2:24][CH2:25][N:26]([CH2:29][C:30]3[CH:31]=[CH:32][C:33]([C:36]([OH:45])([C:41]([F:42])([F:43])[F:44])[C:37]([F:39])([F:40])[F:38])=[CH:34][CH:35]=3)[CH2:27][CH2:28]2)[CH:46]=[CH:47][C:18]=1[NH:17][C:8]([NH:7][C:4]1[CH:3]=[CH:2][N:1]=[CH:6][CH:5]=1)=[O:16]. Procedure: Phenyl pyridin-4-ylcarbamate (1.933 mmol, 0.414 g) was added to a stirred solution of 2-(4-((4-(4-amino-3-fluorobenzyl)piperidin-1-yl)methyl)phenyl)-1,1,1,3,3,3-hexafluoropropan-2-ol (1.292 mmol, 0.6 g) in dioxane (6 mL) and the mixture heated in a microwave for 10 minutes at 130° C. The mixture was washed with water (10 mL) and the organic phase dried over magnesium sulfate, filtered and concentrated under reduced pressure. The resulting residue was purified by silica gel column chromatography ...